This data is from the Open Reaction Database (ORD), a public repository of structured organic reaction records. The task is: describe an organic reaction: reactants, conditions, products, and yield Starting materials: CC#N, CCN(C(C)C)C(C)C, O=C(c1ccc(F)cc1NCc1cc(Cl)cc(Cl)c1)C(F)(F)F, CC(C)(C)OC(=O)N1CCNCC1. Yields the product CC(C)(C)OC(=O)N1CCN(c2ccc(C(=O)C(F)(F)F)c(NCc3cc(Cl)cc(Cl)c3)c2)CC1. RXN SMILES: [CH3:46][C:47]#[N:48].[CH:37]([N:38]([CH2:39][CH3:40])[CH:41]([CH3:42])[CH3:43])([CH3:44])[CH3:45].[Cl:1][c:2]1[cH:3][c:4]([CH2:5][NH:6][c:7]2[c:8]([C:14]([C:15]([F:16])([F:17])[F:18])=[O:19])[cH:9][cH:10][c:11]([F:13])[cH:12]2)[cH:20][c:21]([Cl:23])[cH:22]1.[N:24]1([C:30](=[O:31])[O:32][C:33]([CH3:34])([CH3:35])[CH3:36])[CH2:25][CH2:26][NH:27][CH2:28][CH2:29]1>>[Cl:1][c:2]1[cH:3][c:4]([CH2:5][NH:6][c:7]2[c:8]([C:14]([C:15]([F:16])([F:17])[F:18])=[O:19])[cH:9][cH:10][c:11]([N:27]3[CH2:26][CH2:25][N:24]([C:30](=[O:31])[O:32][C:33]([CH3:34])([CH3:35])[CH3:36])[CH2:29][CH2:28]3)[cH:12]2)[cH:20][c:21]([Cl:23])[cH:22]1. The reactants are C[Si](N[Si](C)(C)C)(C)C.[K] (KHMDS), BrCCCSC1=CC=C(C=C1)CC(C)=O (4-(3-Bromopropylthio)phenylpropan-one), C1(=CC=CC=C1)C (toluene), Cl (HCl), BrCC(=O)OC (Methyl bromoacetate). Run in C1CCOC1 (THF), C1CCOC1 (THF), C1CCOC1 (THF). Run at temperature -78 celsius, time 1 hour. Product: BrCCCSC1=CC=CC=C1.CC(C(C(=O)O)=O)C (4-(3-Bromopropylthio)benzene β-methyl-oxobutanoic acid). Reaction SMILES: C[Si](C)(C)N[Si](C)(C)C.[K].[Br:11][CH2:12][CH2:13][CH2:14][S:15][C:16]1[CH:21]=[CH:20][C:19](CC(=[O:25])C)=[CH:18][CH:17]=1.Br[CH2:27][C:28]([O:30]C)=[O:29].Cl.[C:33]1([CH3:39])C=CC=C[CH:34]=1>C1COCC1>[Br:11][CH2:12][CH2:13][CH2:14][S:15][C:16]1[CH:21]=[CH:20][CH:19]=[CH:18][CH:17]=1.[CH3:34][CH:33]([CH3:39])[C:27](=[O:25])[C:28]([OH:30])=[O:29] |f:0.1,7.8,^1:9|. Procedure: To a solution of KHMDS (potassium hexamethyldisilazane) (4.96 moles) in toluene (8 L) and THF (8 L) at -78° C. under N2 was added dropwise the ketone of Step B (1.36 kg, 4.8 moles) in THF (1500 ml) over 21/2 hours. The reaction mixture was stirred 1 hour at -78° C. Methyl bromoacetate (520 ml, 5.6 moles) in THF (800 ml) was added dropwise over 1-1/2 hours. After stirring 1 hour at -78° C. the reaction mixture was poured with stirring into 16 L of HCl (lN). The organic layer was separated and the... Product: CCCC(NC(=O)Cc1ccc(C(=O)O)c(OCC)c1)c1ccccc1N1CCCCC1. Reactants: CCCC(NC(=O)Cc1ccc(C(=O)OCc2ccccc2)c(OCC)c1)c1ccccc1N1CCCCC1, CCO, [H][H]. RXN SMILES: [CH2:1]([CH3:2])[O:3][c:4]1[c:5]([C:6](=[O:7])[O:8][CH2:9][c:10]2[cH:11][cH:12][cH:13][cH:14][cH:15]2)[cH:16][cH:17][c:18]([CH2:20][C:21](=[O:22])[NH:23][CH:24]([CH2:25][CH2:26][CH3:27])[c:28]2[c:29]([N:34]3[CH2:35][CH2:36][CH2:37][CH2:38][CH2:39]3)[cH:30][cH:31][cH:32][cH:33]2)[cH:19]1.[CH3:42][CH2:43][OH:44].[H:40][H:41]>>[CH2:1]([CH3:2])[O:3][c:4]1[c:5]([C:6](=[O:7])[OH:8])[cH:16][cH:17][c:18]([CH2:20][C:21](=[O:22])[NH:23][CH:24]([CH2:25][CH2:26][CH3:27])[c:28]2[c:29]([N:34]3[CH2:35][CH2:36][CH2:37][CH2:38][CH2:39]3)[cH:30][cH:31][cH:32][cH:33]2)[cH:19]1.